Task: describe an organic reaction: reactants, conditions, products, and yield. Dataset: the Open Reaction Database (ORD), a public repository of structured organic reaction records Reactants: O=C(n1ccnc1)n1ccnc1, CCc1nnnn1-c1cccc(C2Nc3ccc(C(=O)O)cc3CC2(C)C)c1, CS(N)(=O)=O, CN(C)C=O, [H-], [Na+]. Product: CCc1nnnn1-c1cccc(C2Nc3ccc(C(=O)NS(C)(=O)=O)cc3CC2(C)C)c1. RXN SMILES: [C:36]([n:37]1[cH:38][cH:39][n:40][cH:41]1)([n:42]1[cH:43][cH:44][n:45][cH:46]1)=[O:47].[CH2:8]([CH3:9])[c:10]1[n:11][n:12][n:13][n:14]1-[c:15]1[cH:16][c:17]([CH:21]2[NH:22][c:23]3[cH:24][cH:25][c:26]([C:33](=[O:34])[OH:35])[cH:27][c:28]3[CH2:29][C:30]2([CH3:31])[CH3:32])[cH:18][cH:19][cH:20]1.[CH3:3][S:4](=[O:5])(=[O:6])[NH2:7].[CH3:48][N:49]([CH3:50])[CH:51]=[O:52].[H-:1].[Na+:2]>>[CH3:3][S:4](=[O:5])(=[O:6])[NH:7][C:33]([c:26]1[cH:25][cH:24][c:23]2[c:28]([cH:27]1)[CH2:29][C:30]([CH3:31])([CH3:32])[CH:21]([c:17]1[cH:16][c:15](-[n:14]3[c:10]([CH2:8][CH3:9])[n:11][n:12][n:13]3)[cH:20][cH:19][cH:18]1)[NH:22]2)=[O:34].